Dataset: the Open Reaction Database (ORD), a public repository of structured organic reaction records. Task: describe an organic reaction: reactants, conditions, products, and yield Starting materials: CCOC(=O)C1CCN(C(=O)OC(C)(C)C)CC1, C[Si](C)(C)[N-][Si](C)(C)C, ClCc1ccc(Cl)cc1, [Li+], C1CCOC1. The product is CCOC(=O)C1(Cc2ccc(Cl)cc2)CCN(C(=O)OC(C)(C)C)CC1. Reaction SMILES: [CH2:1]([CH3:2])[O:3][C:4]([CH:5]1[CH2:6][CH2:7][N:8]([C:11](=[O:12])[O:13][C:14]([CH3:15])([CH3:16])[CH3:17])[CH2:9][CH2:10]1)=[O:18].[CH3:19][Si:20]([N-:21][Si:22]([CH3:23])([CH3:24])[CH3:25])([CH3:26])[CH3:27].[Cl:29][c:30]1[cH:31][cH:32][c:33]([CH2:34][Cl:35])[cH:36][cH:37]1.[Li+:28].[O:38]1[CH2:39][CH2:40][CH2:41][CH2:42]1>>[CH2:1]([CH3:2])[O:3][C:4]([C:5]1([CH2:34][c:33]2[cH:32][cH:31][c:30]([Cl:29])[cH:37][cH:36]2)[CH2:6][CH2:7][N:8]([C:11](=[O:12])[O:13][C:14]([CH3:15])([CH3:16])[CH3:17])[CH2:9][CH2:10]1)=[O:18].